The task is: describe an organic reaction: reactants, conditions, products, and yield. This data is from the Open Reaction Database (ORD), a public repository of structured organic reaction records. The solvent is CN(C)C=O (DMF). Isolated yield 36.5%. RXN SMILES: [F:1][C:2]1[CH:7]=[C:6]([F:8])[CH:5]=[CH:4][C:3]=1[C@:9]([OH:24])([C@H:16]([N:18]1[CH2:23][CH2:22][NH:21][CH2:20][CH2:19]1)[CH3:17])[CH2:10][N:11]1[CH:15]=[N:14][CH:13]=[N:12]1.[C:25](=O)([O-])[O-:26].[K+].[K+].O>CN(C=O)C>[F:1][C:2]1[CH:7]=[C:6]([F:8])[CH:5]=[CH:4][C:3]=1[C@:9]([OH:24])([C@H:16]([N:18]1[CH2:19][CH2:20][N:21]([CH:25]=[O:26])[CH2:22][CH2:23]1)[CH3:17])[CH2:10][N:11]1[CH:15]=[N:14][CH:13]=[N:12]1 |f:1.2.3|. Product: FC1=C(C=CC(=C1)F)[C@@](CN1N=CN=C1)([C@@H](C)N1CCN(CC1)C=O)O ((2R,3R)-2-(2,4-Diflurophenyl)-3-(4-formylpiperazin-1-yl)-1-(1H-1,2,4-triazol-1-yl)butan-2-ol). Procedure: A mixture of compound 2 (200 mg, 0.6 mmol) and potassium carbonate (248 mg, 1.8 mmol) in DMF (5 ml) was heated at 120° C. for 24 h. The contents were poured into cold water and extracted with ethyl acetate (3×20 ml). The combined organic extract was washed with water, brine and dried over sodium suphate. The solvent was removed under reduced pressure and the resulting product was purified on a column of silica gel (EtOAc/MeOH; 98:2) to give the title compound as colorless solid (80 mg, 36%). Reaction conditions: temperature 120 celsius. Reactants: FC1=C(C=CC(=C1)F)[C@@](CN1N=CN=C1)([C@@H](C)N1CCNCC1)O ((2R,3R)-2-(2,4-difluorophenyl)-3-(piperazin-1-yl)-1-(1H-1,2,4-triazol-1-yl)butan-2-ol), C([O-])([O-])=O.[K+].[K+] (potassium carbonate), O (water). Reactants: C=O, O=C(Nc1ccc(Cl)cn1)c1oc2cccnc2c1NC(=O)C1CCC(N2CCNCC2=O)CC1. Product: CN1CCN(C2CCC(C(=O)Nc3c(C(=O)Nc4ccc(Cl)cn4)oc4cccnc34)CC2)C(=O)C1. Reaction SMILES: [CH2:36]=[O:37].[Cl:1][c:2]1[cH:3][cH:4][c:5]([NH:8][C:9](=[O:10])[c:11]2[c:12]([NH:20][C:21](=[O:22])[CH:23]3[CH2:24][CH2:25][CH:26]([N:29]4[C:30](=[O:35])[CH2:31][NH:32][CH2:33][CH2:34]4)[CH2:27][CH2:28]3)[c:13]3[n:14][cH:15][cH:16][cH:17][c:18]3[o:19]2)[n:6][cH:7]1>>[Cl:1][c:2]1[cH:3][cH:4][c:5]([NH:8][C:9](=[O:10])[c:11]2[c:12]([NH:20][C:21](=[O:22])[CH:23]3[CH2:24][CH2:25][CH:26]([N:29]4[C:30](=[O:35])[CH2:31][N:32]([CH3:36])[CH2:33][CH2:34]4)[CH2:27][CH2:28]3)[c:13]3[n:14][cH:15][cH:16][cH:17][c:18]3[o:19]2)[n:6][cH:7]1. Reactants: CCCN, O=Cc1ccccc1, [Pd]. Product: CCCNCc1ccccc1. Reaction SMILES: [CH3:1][CH2:2][CH2:3][NH2:4].[CH:5](=[O:6])[c:7]1[cH:8][cH:9][cH:10][cH:11][cH:12]1.[Pd:13]>>[CH3:1][CH2:2][CH2:3][NH:4][CH2:5][c:7]1[cH:8][cH:9][cH:10][cH:11][cH:12]1. The reactants are Cl.C(C)OC([C@H](CC1=CC=C(C=C1)C(N)=N)NC(=O)OCC=C)=O ((S)-2-allyloxycarbonylamino-3-(4-carbamimidoylphenyl)propionic acid ethyl ester hydrochloride). The solvent is Cl (hydrochloric acid). The product is Cl.C(C=C)OC(=O)N[C@H](C(=O)O)CC1=CC=C(C=C1)C(N)=N ((S)-2-Allyloxycarbonylamino-3-(4-carbamimidoylphenyl)propionic Acid Hydrochloride). As a reaction SMILES: [ClH:1].C([O:4][C:5](=[O:24])[C@@H:6]([NH:17][C:18]([O:20][CH2:21][CH:22]=[CH2:23])=[O:19])[CH2:7][C:8]1[CH:13]=[CH:12][C:11]([C:14](=[NH:16])[NH2:15])=[CH:10][CH:9]=1)C>Cl>[ClH:1].[CH2:21]([O:20][C:18]([NH:17][C@@H:6]([CH2:7][C:8]1[CH:13]=[CH:12][C:11]([C:14](=[NH:15])[NH2:16])=[CH:10][CH:9]=1)[C:5]([OH:24])=[O:4])=[O:19])[CH:22]=[CH2:23] |f:0.1,3.4|. Reported procedure: 17 g (0.048 mol) of (S)-2-allyloxycarbonylamino-3-(4-carbamimidoylphenyl)propionic acid ethyl ester hydrochloride were treated with 400 ml of half-concentrated hydrochloric acid for 3 h at RT. The solvent was evaporated (<30° C.) and the residue was stirred with ether. Yield=15 g (95%). MS=292.2 (M+1)+.